Dataset: the Open Reaction Database (ORD), a public repository of structured organic reaction records. Task: describe an organic reaction: reactants, conditions, products, and yield The reactants are C1(CC1)C=1C(=CC(=C(C(=O)O)C1)F)OC1CCC(CC1)(F)F (5-cyclopropyl-4-((4,4-difluorocyclohexyl)oxy)-2-fluorobenzoic acid), C(#N)C1(C2CC3CC(CC1C3)C2)COC2=CC(=C(C(=O)O)C=C2C2CC2)F (4-((2-cyanoadamantan-2-yl)methoxy)-5-cyclopropyl-2-fluorobenzoic acid), N1(CCC1)S(=O)(=O)N (azetidine-1-sulfonamide), CS(=O)(=O)N (methanesulfonamide), C1(CC1)S(=O)(=O)N (cyclopropanesulfonamide), CS(=O)(=O)N (methanesulfonamide). Product: N1(CCC1)S(=O)(=O)NC(C1=C(C=C(C(=C1)C1CC1)OC1CCC(CC1)(F)F)F)=O (N-(azetidin-1-ylsulfonyl)-5-cyclopropyl-4-((4,4-difluorocyclohexyl)oxy)-2-fluorobenzamide), solid. The yield is 46.0%. Reaction SMILES: CS(N)(=O)=O.C1(S(N)(=O)=O)CC1.C(C1(COC2C(C3CC3)=CC(C(O)=O)=C(F)C=2)C2CC3CC(CC1C3)C2)#N.[CH:40]1([C:43]2[C:44]([O:53][CH:54]3[CH2:59][CH2:58][C:57]([F:61])([F:60])[CH2:56][CH2:55]3)=[CH:45][C:46]([F:52])=[C:47]([CH:51]=2)[C:48](O)=[O:49])[CH2:42][CH2:41]1.[N:62]1([S:66]([NH2:69])(=[O:68])=[O:67])[CH2:65][CH2:64][CH2:63]1>>[N:62]1([S:66]([NH:69][C:48](=[O:49])[C:47]2[CH:51]=[C:43]([CH:40]3[CH2:41][CH2:42]3)[C:44]([O:53][CH:54]3[CH2:59][CH2:58][C:57]([F:60])([F:61])[CH2:56][CH2:55]3)=[CH:45][C:46]=2[F:52])(=[O:68])=[O:67])[CH2:65][CH2:64][CH2:63]1. Procedure details: Following the procedure as described in Example 332 Step 7 and making non-critical variations to replace methanesulfonamide with cyclopropanesulfonamide and to replace 4-((2-cyanoadamantan-2-yl)methoxy)-5-cyclopropyl-2-fluorobenzoic acid with 5-cyclopropyl-4-((4,4-difluorocyclohexyl)oxy)-2-fluorobenzoic acid and to replace methanesulfonamide with azetidine-1-sulfonamide, the title compound was obtained as a colorless solid (0.092 g, 46%): 1H NMR (300 MHz, DMSO-d6) δ 11.58 (br s, 1H), 7.14-7.06 (... Reaction conditions: temperature 100 celsius. Product: FC=1C(=NC(=NC1)NCCN1C(NCC1)=O)C1=CC2=C(S1)C(=CC=C2)C2=CC(=NC=C2CF)F (1-(2-{5-Fluoro-4-[7-(2-fluoro-5-(fluoromethyl)pyridin-4-yl)benzo[b]thiophen-2-yl]pyrimidin-2-ylamino}ethyl)imidazolidin-2-one). Procedure: Combine 1-(2-{5-fluoro-4-[7-(4,4,5,5-tetramethyl-[1,3,2]dioxaborolan-2-yl)-benzo[b]thiophen-2-yl]-pyrimidin-2-ylamino}-ethyl)-imidazolidin-2-one (120 mg, 248.26 μmol), 2-fluoro-5-fluoromethyl-4-iodo-pyridine (100 mg, 392.15 μmol) tris(dibenzylideneacetone)dipalladium (0) (11.37 mg, 12.41 μmol) tricyclohexylphosphine (2.09 mg, 7.45 μmol), potassium phosphate (105.39 mg, 496.51 μmol) in 5 mL of dioxane in a sealed pressure tube. Heat the mixture at 100° C. for 3 hours in the oil bath. LC-MS shows ... Isolated yield 58.2%. Reactants: FC=1C(=NC(=NC1)NCCN1C(NCC1)=O)C1=CC2=C(S1)C(=CC=C2)B2OC(C(O2)(C)C)(C)C (1-(2-{5-fluoro-4-[7-(4,4,5,5-tetramethyl-[1,3,2]dioxaborolan-2-yl)-benzo[b]thiophen-2-yl]-pyrimidin-2-ylamino}-ethyl)-imidazolidin-2-one), FC1=NC=C(C(=C1)I)CF (2-fluoro-5-fluoromethyl-4-iodo-pyridine), P(=O)([O-])([O-])[O-].[K+].[K+].[K+] (potassium phosphate). Run in O1CCOCC1 (dioxane), C(Cl)(Cl)Cl.C(C)(C)O (chloroform isopropanol). Reaction SMILES: [F:1][C:2]1[C:3]([C:17]2[S:21][C:20]3[C:22](B4OC(C)(C)C(C)(C)O4)=[CH:23][CH:24]=[CH:25][C:19]=3[CH:18]=2)=[N:4][C:5]([NH:8][CH2:9][CH2:10][N:11]2[CH2:15][CH2:14][NH:13][C:12]2=[O:16])=[N:6][CH:7]=1.[F:35][C:36]1[CH:41]=[C:40](I)[C:39]([CH2:43][F:44])=[CH:38][N:37]=1.P([O-])([O-])([O-])=O.[K+].[K+].[K+]>O1CCOCC1.C(Cl)(Cl)Cl.C(O)(C)C>[F:1][C:2]1[C:3]([C:17]2[S:21][C:20]3[C:22]([C:40]4[C:39]([CH2:43][F:44])=[CH:38][N:37]=[C:36]([F:35])[CH:41]=4)=[CH:23][CH:24]=[CH:25][C:19]=3[CH:18]=2)=[N:4][C:5]([NH:8][CH2:9][CH2:10][N:11]2[CH2:15][CH2:14][NH:13][C:12]2=[O:16])=[N:6][CH:7]=1 |f:2.3.4.5,7.8|. Starting materials: CCO, CCOC(=O)CN=[N+]=[N-], [Na], C1CCOC1, O=Cc1ccc2c(c1)Cc1ccccc1-2. Product: CCOC(=O)C(=Cc1ccc2c(c1)Cc1ccccc1-2)N=[N+]=[N-]. RXN SMILES: [CH3:2][CH2:3][OH:4].[N:20](=[N+:21]=[N-:22])[CH2:23][C:24](=[O:25])[O:26][CH2:27][CH3:28].[Na:1].[O:29]1[CH2:30][CH2:31][CH2:32][CH2:33]1.[cH:5]1[c:6]([CH:18]=[O:19])[cH:7][cH:8][c:9]2[c:17]1[CH2:16][c:15]1[c:10]-2[cH:11][cH:12][cH:13][cH:14]1>>[cH:5]1[c:6]([CH:18]=[C:23]([N:20]=[N+:21]=[N-:22])[C:24](=[O:25])[O:26][CH2:27][CH3:28])[cH:7][cH:8][c:9]2[c:17]1[CH2:16][c:15]1[c:10]-2[cH:11][cH:12][cH:13][cH:14]1. Starting materials: N[C@@H](CC1=CC=CC=C1)C(=O)O (L-phenylalanine). The reagents and catalysts are [Rh] (rhodium on carbon). Run in C(C)(=O)O (acetic acid). Yields the product C1CCC(CC1)C[C@@H](C(=O)O)N (L-β-cyclohexylalanine). As a reaction SMILES: [NH2:1][C@H:2]([C:10]([OH:12])=[O:11])[CH2:3][C:4]1[CH:9]=[CH:8][CH:7]=[CH:6][CH:5]=1>C(O)(=O)C.[Rh]>[CH2:7]1[CH2:6][CH2:5][CH:4]([CH2:3][C@H:2]([NH2:1])[C:10]([OH:12])=[O:11])[CH2:9][CH2:8]1. Procedure: 116 Grams of L-phenylalanine is dissolved in 1000 ml of 90% acetic acid and hydrogenated over 23 g of 5% rhodium on carbon at 40 psi and 37° C. for 24 hours. The catalyst is removed by filtration, the filtrate is concentrated to dryness under high vacuum, and the residue is crystallized from 2 liters of 15% acetic acid to give L-β-cyclohexylalanine which is represented by the following formula ##STR60## Substitution of an equivalent quantity of L-β-cyclohexylalanine for the L-phenylalanine of Ex... Reactants: CC1=CC(=C(C=C1)OS(=O)(=O)C(F)(F)F)[N+](=O)[O-] (Trifluoro-methanesulfonic acid 4-methyl-2-nitro-phenyl ester), SC1=CC=C(C=C1)O (4-mercaptophenol), C(=O)([O-])[O-].[Na+].[Na+] (Na2CO3). Solvent: CCO (EtOH). Product: CC1=CC(=C(C=C1)SC1=CC=C(C=C1)O)[N+](=O)[O-] (4-(4-Methyl-2-nitro-phenylsulfanyl)-phenol). As a reaction SMILES: [CH3:1][C:2]1[CH:7]=[CH:6][C:5](OS(C(F)(F)F)(=O)=O)=[C:4]([N+:16]([O-:18])=[O:17])[CH:3]=1.[SH:19][C:20]1[CH:25]=[CH:24][C:23]([OH:26])=[CH:22][CH:21]=1.C([O-])([O-])=O.[Na+].[Na+]>CCO>[CH3:1][C:2]1[CH:7]=[CH:6][C:5]([S:19][C:20]2[CH:25]=[CH:24][C:23]([OH:26])=[CH:22][CH:21]=2)=[C:4]([N+:16]([O-:18])=[O:17])[CH:3]=1 |f:2.3.4|. Procedure details: The product from Example 6a (11.22 g, 39.3 mmol) and 4-mercaptophenol (4.96 g, 39.3 mmol) in 100 mL of EtOH was treated with Na2CO3 and heated overnight under efflux. Cooled to room temperature and quenched with water. Extracted with EtOAc. Dried over MgSO4, filtered and concentrated under vacuum giving the title compound, which was purified by silica gel column chromatography eluting with 25% EtOAc/hexane giving a red oil (8.65 g, 85%). Starting materials: O=C1CCC(c2ccc3[nH]c(=O)oc3c2)CC1, NCCCc1ccc(Cl)cc1F. Product: O=c1[nH]c2ccc(C3CCC(NCCCc4ccc(Cl)cc4F)CC3)cc2o1. As a reaction SMILES: [CH:13]1([c:20]2[cH:21][c:22]3[c:23]([nH:24][c:25](=[O:27])[o:26]3)[cH:28][cH:29]2)[CH2:14][CH2:15][C:16](=[O:19])[CH2:17][CH2:18]1.[Cl:1][c:2]1[cH:3][c:4]([F:12])[c:5]([CH2:8][CH2:9][CH2:10][NH2:11])[cH:6][cH:7]1>>[Cl:1][c:2]1[cH:3][c:4]([F:12])[c:5]([CH2:8][CH2:9][CH2:10][NH:11][CH:16]2[CH2:15][CH2:14][CH:13]([c:20]3[cH:21][c:22]4[c:23]([nH:24][c:25](=[O:27])[o:26]4)[cH:28][cH:29]3)[CH2:18][CH2:17]2)[cH:6][cH:7]1. The reactants are C([O-])([O-])=O.[K+].[K+] (Potassium carbonate), C(C)OCOC1=C(C=CC(=C1)OCOCC)O (2,4-Bis(ethoxymethoxy)phenol), IC(C)C (2-iodopropane). The solvent is CN(C=O)C (N,N-dimethylformamide). Conditions: time 10 minute. Product: C(C)OCOC1=C(C=CC(=C1)OCOCC)OC(C)C (2,4-Bis(ethoxymethoxy)-1-isopropoxybenzene). Isolated yield 54.4%. Reaction SMILES: C(=O)([O-])[O-].[K+].[K+].[CH2:7]([O:9][CH2:10][O:11][C:12]1[CH:17]=[C:16]([O:18][CH2:19][O:20][CH2:21][CH3:22])[CH:15]=[CH:14][C:13]=1[OH:23])[CH3:8].I[CH:25]([CH3:27])[CH3:26]>CN(C)C=O>[CH2:7]([O:9][CH2:10][O:11][C:12]1[CH:17]=[C:16]([O:18][CH2:19][O:20][CH2:21][CH3:22])[CH:15]=[CH:14][C:13]=1[O:23][CH:25]([CH3:27])[CH3:26])[CH3:8] |f:0.1.2|. Reported procedure: Potassium carbonate (2.85 g, 20.7 mmol) was added to 3a (500 mg, 2.07 mmol) in N,N-dimethylformamide (4.10 mL) at room temperature. After 10 minutes, 2-iodopropane (2.06 mL, 20.7 mmol) was added and the solution was heated to reflux for 12 hours. Upon cooling to room temperature, the solution was extracted with EtOAc (3×20 mL); combined organic fractions were washed with saturated aqueous NaCl, dried (Na2SO4), filtered, and concentrated. The residue was purified via column chromatography (SiO2, ... The reactants are C(C)OC(=O)C1C2CCC(CCC12)O[Si](C1=CC=CC=C1)(C1=CC=CC=C1)C(C)(C)C (4-(tert-butyl-diphenyl-silanyloxy)-bicyclo[5.1.0]octane-8-carboxylic acid ethyl ester), Cl (HCl). Run in C(C)O (ethanol). Product: C(C)OC(=O)C1C2CCC(CCC12)O (4-hydroxy-bicyclo[5.1.0]octane-8-carboxylic acid ethyl ester). RXN SMILES: [CH2:1]([O:3][C:4]([CH:6]1[CH:13]2[CH:7]1[CH2:8][CH2:9][CH:10]([O:14][Si](C(C)(C)C)(C1C=CC=CC=1)C1C=CC=CC=1)[CH2:11][CH2:12]2)=[O:5])[CH3:2].Cl>C(O)C>[CH2:1]([O:3][C:4]([CH:6]1[CH:13]2[CH:7]1[CH2:8][CH2:9][CH:10]([OH:14])[CH2:11][CH2:12]2)=[O:5])[CH3:2]. Procedure: A solution of Example 8D (2.2 g, 5.0 mmoles) was taken in ethanol (8 mL) and 12M HCl (1 mL) was added. The reaction was stirred at room temperature for twelve hours. The solvent was evaporated in vacuo and the residue was purified by flash column chromatography (hexanes; ethyl acetate 100:0 to 50:50) to obtain the titled compound as a mixture of diastereomers. The reactants are ClC1=C(C(=C(C(=O)O)C(=C1)Cl)[N+](=O)[O-])O (4,6-Dichloro-3-hydroxy-2-nitrobenzoic acid). The reagents and catalysts are [Pd] (Pd/C). Run in CCO (EtOH). Conditions: time 1 hour. Yields the product Cl.ClC=1C(=C(C(C(=O)O)=C(C1)Cl)N)O (4,6-dichloro-3-hydroxyanthranilic acid hydrochloride). The yield is 28.1%. RXN SMILES: [Cl:1][C:2]1[CH:10]=[C:9]([Cl:11])[C:5]([C:6]([OH:8])=[O:7])=[C:4]([N+:12]([O-])=O)[C:3]=1[OH:15]>CCO.[Pd]>[ClH:1].[Cl:1][C:2]1[C:3]([OH:15])=[C:4]([NH2:12])[C:5](=[C:9]([Cl:11])[CH:10]=1)[C:6]([OH:8])=[O:7] |f:3.4|. Procedure details: 4,6-Dichloro-3-hydroxy-2-nitrobenzoic acid (223 mg, 0.88 mmol) was dissolved in EtOH (50 mL) and Pd/C (10%, 30 mg) was added. Hydrogenation at atmospheric pressure and at room temperature for 1 h, filtration and evaporation of the solvent gave 205 mg of crude product. Purification by column chromatography (SiO2, EtOAc-HOAc 50:1) gave a residue which was recrystallized from MeOH/water (0.5/1.5 mL). Column chromatography (SiO2, EtOAc-HOAc 400:1) followed by dissolving the free amine in THF (0.6 mL...